From a dataset of the Open Reaction Database (ORD), a public repository of structured organic reaction records. describe an organic reaction: reactants, conditions, products, and yield Reactants: O=C(O)c1ccc([N+](=O)[O-])s1, CC(=O)c1ccc(N)cc1. Reagents/catalysts: CC(C)N=C=NC(C)C (DIC), CCOC(=O)C(=NO)C#N (Oxyma). Solvent: CN(C)C=O (DMF), CN(C)C=O (DMF), CN(C)C=O (DMF), CN(C)C=O (DMF), CN(C)C=O (DMF), CN(C)C=O (DMF). Run at temperature 25 celsius, time 2 hour. The product is CC(=O)c1ccc(NC(=O)c2ccc([N+](=O)[O-])s2)cc1. The yield is 44.9%. RXN SMILES: CC(=O)c1ccc(N)cc1.O=C(O)c1ccc([N+](=O)[O-])s1.CC(C)N=C=NC(C)C.CCOC(=O)C(=NO)C#N.CN(C)C=O>>CC(=O)c1ccc(NC(=O)c2ccc([N+](=O)[O-])s2)cc1. Starting materials: CO, CS(=O)(=O)c1ccc(C(=CC2CCCC2)c2cc3cc(F)cnc3[nH]2)cc1. The product is CS(=O)(=O)c1ccc(C(CC2CCCC2)c2cc3cc(F)cnc3[nH]2)cc1. As a reaction SMILES: [CH3:28][OH:29].[CH:1]1([CH:6]=[C:7]([c:8]2[cH:9][cH:10][c:11]([S:14](=[O:15])(=[O:16])[CH3:17])[cH:12][cH:13]2)[c:18]2[cH:19][c:20]3[c:21]([n:22][cH:23][c:24]([F:26])[cH:25]3)[nH:27]2)[CH2:2][CH2:3][CH2:4][CH2:5]1>>[CH:1]1([CH2:6][CH:7]([c:8]2[cH:9][cH:10][c:11]([S:14](=[O:15])(=[O:16])[CH3:17])[cH:12][cH:13]2)[c:18]2[cH:19][c:20]3[c:21]([n:22][cH:23][c:24]([F:26])[cH:25]3)[nH:27]2)[CH2:2][CH2:3][CH2:4][CH2:5]1. The reactants are COC(C1=C(C(=C(C(=C1)C(C)=O)N)F)NC1=C(C=C(C=C1)Br)F)=O (5-acetyl-4-amino-2-(4-bromo-2-fluorophenylamino)-3-fluorobenzoic acid methyl ester), OS(=O)(=O)O (H2SO4), N(=O)[O-].[Na+] (NaNO2). The solvent is C1CCOC1 (THF), O (water), CCOC(=O)C (EtOAc). Reaction conditions: temperature 60 celsius, time 3 hour. The product is COC(=O)C=1C=C2C(=CN=NC2=C(C1NC1=C(C=C(C=C1)Br)F)F)O (7-(4-bromo-2-fluorophenylamino)-8-fluoro-4-hydroxy-cinnoline-6-carboxylic acid methyl ester). As a reaction SMILES: [CH3:1][O:2][C:3](=[O:24])[C:4]1[CH:9]=[C:8]([C:10](=[O:12])[CH3:11])[C:7]([NH2:13])=[C:6]([F:14])[C:5]=1[NH:15][C:16]1[CH:21]=[CH:20][C:19]([Br:22])=[CH:18][C:17]=1[F:23].OS(O)(=O)=O.[N:30]([O-])=O.[Na+]>C1COCC1.O.CCOC(C)=O>[CH3:1][O:2][C:3]([C:4]1[CH:9]=[C:8]2[C:7](=[C:6]([F:14])[C:5]=1[NH:15][C:16]1[CH:21]=[CH:20][C:19]([Br:22])=[CH:18][C:17]=1[F:23])[N:13]=[N:30][CH:11]=[C:10]2[OH:12])=[O:24] |f:2.3|. Procedure details: To a solution of 5-acetyl-4-amino-2-(4-bromo-2-fluorophenylamino)-3-fluorobenzoic acid methyl ester (1.00 equiv.) in THF and conc H2SO4 (4.00 equiv.) is added a solution of NaNO2 (1.50 equiv.) in water at 0° C. The reaction mixture is warmed to 60° C. and stirred for 3 hours. The reaction mixture is cooled to room temperature and diluted with EtOAc. The organic layer is washed with water, dried over MgSO4, filtered, and concentrated in vacuo to give the crude material that is purified by flash c... The reactants are CCOC(=O)c1c(Cc2cccc(C(=O)OC(C)(C)C)c2)c(-c2ccc(OC(F)F)c(OC3CC3)c2)n(COCc2ccccc2)c1C=O, ClCCl, O=C(O)C(F)(F)F. Yields the product CCOC(=O)c1c(Cc2cccc(C(=O)O)c2)c(-c2ccc(OC(F)F)c(OC3CC3)c2)n(COCc2ccccc2)c1C=O. Reaction SMILES: [CH2:1]([c:2]1[cH:3][cH:4][cH:5][cH:6][cH:7]1)[O:8][CH2:9][n:10]1[c:11]([CH:48]=[O:49])[c:12]([C:43](=[O:44])[O:45][CH2:46][CH3:47])[c:13]([CH2:29][c:30]2[cH:31][c:32]([C:36](=[O:37])[O:38][C:39]([CH3:40])([CH3:41])[CH3:42])[cH:33][cH:34][cH:35]2)[c:14]1-[c:15]1[cH:16][c:17]([O:25][CH:26]2[CH2:27][CH2:28]2)[c:18]([O:21][CH:22]([F:23])[F:24])[cH:19][cH:20]1.[Cl:57][CH2:58][Cl:59].[OH:50][C:51]([C:52]([F:53])([F:54])[F:55])=[O:56]>>[CH2:1]([c:2]1[cH:3][cH:4][cH:5][cH:6][cH:7]1)[O:8][CH2:9][n:10]1[c:11]([CH:48]=[O:49])[c:12]([C:43](=[O:44])[O:45][CH2:46][CH3:47])[c:13]([CH2:29][c:30]2[cH:31][c:32]([C:36](=[O:37])[OH:38])[cH:33][cH:34][cH:35]2)[c:14]1-[c:15]1[cH:16][c:17]([O:25][CH:26]2[CH2:27][CH2:28]2)[c:18]([O:21][CH:22]([F:23])[F:24])[cH:19][cH:20]1. Starting materials: OC1=C(C(N(C=2N=NC(=CC21)OC)C)=O)C(=O)NCC(=O)OC(C)(C)C (tert-Butyl 2-(5-hydroxy-3-methoxy-8-methyl-7-oxo-7,8-dihydropyrido[2,3-c]pyridazine-6-carboxamido)acetate), OC1=C(C(N(C=2N=NC(=CC21)OC)C)=O)C(=O)OC (methyl 5-hydroxy-3-methoxy-8-methyl-7-oxo-7,8-dihydropyrido[2,3-c]pyridazine-6-carboxylate), Cl.NCC(=O)OC(C)(C)C (tert-butyl 2-aminoacetate hydrochloride). Product: OC1=C(C(N(C=2N=NC(=CC21)OC)C)=O)C(=O)NCC(=O)O (2-(5-hydroxy-3-methoxy-8-methyl-7-oxo-7,8-dihydropyrido[2,3-c]pyridazine-6-carboxamido)acetic acid). As a reaction SMILES: [OH:1][C:2]1[C:11]2[CH:10]=[C:9]([O:12][CH3:13])[N:8]=[N:7][C:6]=2[N:5]([CH3:14])[C:4](=[O:15])[C:3]=1[C:16]([NH:18][CH2:19][C:20]([O:22]C(C)(C)C)=[O:21])=[O:17].OC1C2C=C(OC)N=NC=2N(C)C(=O)C=1C(OC)=O.Cl.NCC(OC(C)(C)C)=O>>[OH:1][C:2]1[C:11]2[CH:10]=[C:9]([O:12][CH3:13])[N:8]=[N:7][C:6]=2[N:5]([CH3:14])[C:4](=[O:15])[C:3]=1[C:16]([NH:18][CH2:19][C:20]([OH:22])=[O:21])=[O:17] |f:2.3|. Procedure: tert-Butyl 2-(5-hydroxy-3-methoxy-8-methyl-7-oxo-7,8-dihydropyrido[2,3-c]pyridazine-6-carboxamido)acetate. The title compound is prepared from methyl 5-hydroxy-3-methoxy-8-methyl-7-oxo-7,8-dihydropyrido[2,3-c]pyridazine-6-carboxylate and tert-butyl 2-aminoacetate hydrochloride according to Method 3(a).